This data is from the Open Reaction Database (ORD), a public repository of structured organic reaction records. The task is: describe an organic reaction: reactants, conditions, products, and yield The reactants are C(C)(=O)OCC (ethyl acetate), N(=[N+]=[N-])C(C)C=1N=C2N(C(C1C1=CC=NC=C1)=O)C(=CS2)C (7-(1-azidoethyl)-3-methyl-6-pyridin-4-yl-5H-[1,3]thiazolo[3,2-a]pyrimidin-5-one), CP(C)C (trimethylphosphine). Solvent: O1CCCC1 (tetrahydrofuran), O (water), O1CCCC1 (tetrahydrofuran). Run at time 1 hour. Yields the product NC(C)C=1N=C2N(C(C1C1=CC=NC=C1)=O)C(=CS2)C (7-(1-aminoethyl)-3-methyl-6-pyridin-4-yl-5H-[1,3]thiazolo[3,2-a]pyrimidin-5-one). As a reaction SMILES: [N:1]([CH:4]([C:6]1[N:7]=[C:8]2[S:21][CH:20]=[C:19]([CH3:22])[N:9]2[C:10](=[O:18])[C:11]=1[C:12]1[CH:17]=[CH:16][N:15]=[CH:14][CH:13]=1)[CH3:5])=[N+]=[N-].CP(C)C.C(OCC)(=O)C>O1CCCC1.O>[NH2:1][CH:4]([C:6]1[N:7]=[C:8]2[S:21][CH:20]=[C:19]([CH3:22])[N:9]2[C:10](=[O:18])[C:11]=1[C:12]1[CH:13]=[CH:14][N:15]=[CH:16][CH:17]=1)[CH3:5]. Procedure: To a stirred solution of 7-(1-azidoethyl)-3-methyl-6-pyridin-4-yl-5H-[1,3]thiazolo[3,2-a]pyrimidin-5-one (0.050 g, 0.16 mmol) in tetrahydrofuran (0.5 mL) and water (0.12 mL) was added 1.00 M of trimethylphosphine in tetrahydrofuran (0.19 mL, 0.19 mmol) at room temperature and the mixture was stirred at room temperature for 1 hour. To the mixture was added ethyl acetate (EtOAc) and the mixture was extracted with 1 N HCl two times. The combined extracts were neutralized with solid sodium bicarbona...